From a dataset of the Open Reaction Database (ORD), a public repository of structured organic reaction records. describe an organic reaction: reactants, conditions, products, and yield Starting materials: Br, CCOC(C)=O, COc1cc(N)c2ncccc2c1, [Na+], [OH-], O. The product is COc1cc(Br)c2ncccc2c1. As a reaction SMILES: [BrH:23].[CH3:17][CH2:18][O:19][C:20]([CH3:21])=[O:22].[CH3:1][O:2][c:3]1[cH:4][c:5]2[cH:6][cH:7][cH:8][n:9][c:10]2[c:11]([NH2:13])[cH:12]1.[Na+:16].[OH-:15].[OH2:14]>>[CH3:1][O:2][c:3]1[cH:4][c:5]2[cH:6][cH:7][cH:8][n:9][c:10]2[c:11]([Br:23])[cH:12]1. Starting materials: cuprous iodide, C(#C)C=1C=C2C(CCC(C2=CC1)=O)(C)C (6-ethynyl-3,4-dihydro-4,4-dimethylnaphthalen-1(2H)-one), C(#C)C=1C=C2C(CCC(C2=CC1)=O)(C)C (6-ethynyl-3,4-dihydro-4,4-dimethylnaphthalen-1(2H)-one), IC1=CC=C(C(=O)OCC)C=C1 (ethyl 4-iodobenzoate). The reagents and catalysts are Cl[Pd]([P](C1=CC=CC=C1)(C2=CC=CC=C2)C3=CC=CC=C3)([P](C4=CC=CC=C4)(C5=CC=CC=C5)C6=CC=CC=C6)Cl (bis(triphenylphosphine)palladium(II) chloride). Solvent: C(C)N(CC)CC (triethylamine). Conditions: time 18 hour. Product: CC1(CCC(C=2C=CC(=CC12)C#CC1=CC=C(C(=O)OCC)C=C1)=O)C (Ethyl 4-[(5,6,7,8-tetrahydro-8,8-dimethyl-5-oxonaphth-2-yl)ethynyl]benzoate). As a reaction SMILES: [C:1]([C:3]1[CH:4]=[C:5]2[C:10](=[CH:11][CH:12]=1)[C:9](=[O:13])[CH2:8][CH2:7][C:6]2([CH3:15])[CH3:14])#[CH:2].I[C:17]1[CH:27]=[CH:26][C:20]([C:21]([O:23][CH2:24][CH3:25])=[O:22])=[CH:19][CH:18]=1>C(N(CC)CC)C.Cl[Pd](Cl)([P](C1C=CC=CC=1)(C1C=CC=CC=1)C1C=CC=CC=1)[P](C1C=CC=CC=1)(C1C=CC=CC=1)C1C=CC=CC=1>[CH3:14][C:6]1([CH3:15])[C:5]2[CH:4]=[C:3]([C:1]#[C:2][C:17]3[CH:27]=[CH:26][C:20]([C:21]([O:23][CH2:24][CH3:25])=[O:22])=[CH:19][CH:18]=3)[CH:12]=[CH:11][C:10]=2[C:9](=[O:13])[CH2:8][CH2:7]1 |^1:37,56|. Procedure: To a solution of 8.8 g (47.8 mmol) of 6-ethynyl-1,2,3,4-tetrahydro-4,4-dimethylnaphthalen-1-one (Compound K) flushed for 15 minutes with a stream of argon, and 13.2 g (47.8 mmol) of ethyl 4-iodobenzoate in 200 ml of triethylamine was added 1.1 g (1.6 mmol) of bis(triphenylphosphine)palladium(II) chloride and 0.30 g (1.6 mmol) of cuprous iodide. The solution mixture was flushed with argon for 5 minutes and then stirred at ambient temperature for 18 hours. The reaction mixture was filtered through... The reactants are CN(C)CCCl, CN(C)C(=O)Cc1ccccc1, Cc1ccccc1, O. The product is CN(C)CCC(C(=O)N(C)C)c1ccccc1. RXN SMILES: [CH3:13][N:14]([CH2:15][CH2:16][Cl:17])[CH3:18].[CH3:1][N:2]([C:3]([CH2:4][c:5]1[cH:6][cH:7][cH:8][cH:9][cH:10]1)=[O:11])[CH3:12].[CH3:20][c:21]1[cH:22][cH:23][cH:24][cH:25][cH:26]1.[OH2:19]>>[CH3:1][N:2]([C:3]([CH:4]([c:5]1[cH:6][cH:7][cH:8][cH:9][cH:10]1)[CH2:16][CH2:15][N:14]([CH3:13])[CH3:18])=[O:11])[CH3:12].